Dataset: the Open Reaction Database (ORD), a public repository of structured organic reaction records. Task: describe an organic reaction: reactants, conditions, products, and yield Reactants: O.S(=O)(=O)(O)O.ONC(=N)N.ONC(=N)N.O (hydroxyguanidine hemisulfate hydrate), [Na] (Sodium), C(C)(C)(C)NC(\C=C(\C)/OC(=O)C1=NC(=C(N=C1N)N)Cl)=O (N-t-butyl-3-(3,5-diamino-6-chloropyrazinecarbonyloxy)-crotonamide). The solvent is CC(C)O (2-propanol). Product: NNC(NOC(=O)C1=NC(=C(N=C1)N)Cl)=N (3,5-Diamino-6-chloropyrazinecarbonyloxyguanidine). As a reaction SMILES: [Na].O.S(O)(O)(=O)=O.[OH:8][NH:9][C:10]([NH2:12])=[NH:11].O[NH:14]C(N)=N.O.C(NC(=O)/C=C(\[O:28][C:29]([C:31]1[C:36](N)=[N:35][C:34]([NH2:38])=[C:33]([Cl:39])[N:32]=1)=O)/C)(C)(C)C>CC(O)C>[NH2:14][NH:11][C:10](=[NH:12])[NH:9][O:8][C:29]([C:31]1[CH:36]=[N:35][C:34]([NH2:38])=[C:33]([Cl:39])[N:32]=1)=[O:28] |f:1.2.3.4.5,^1:0|. Reported procedure: Sodium metal (3.1 g., 0.135 g.at.) is dissolved in 2-propanol (500 ml.) and hydroxyguanidine hemisulfate hydrate (20.0 g., 0.075 mole) is added. The reaction mixture is heated at reflux for 1 hour then treated with N-t-butyl-3-(3,5-diamino-6-chloropyrazinecarbonyloxy)-crotonamide (20.5 g., 0.06 mole) heated at reflux for an additional hour to give product which is filtered, washed with water and dried. 3,5-Diamino-6-chloropyrazinecarbonyloxyguanidine melts at 192°-3° C. after purification by pre... Starting materials: CC(=O)[O-], CC(=O)[O-], CCOC(=O)c1cnn(-c2cccc(Br)c2)c1, CCCO, OB(O)c1ccccc1Cl, [Na+], [Na+], O=C([O-])[O-], O, [Pd+2], c1ccc(P(c2ccccc2)c2ccccc2)cc1. Yields the product CCOC(=O)c1cnn(-c2cccc(-c3ccccc3Cl)c2)c1. Reaction SMILES: [C:58]([O-:59])(=[O:60])[CH3:61].[C:63]([O-:64])(=[O:65])[CH3:66].[CH2:1]([CH3:2])[O:3][C:4](=[O:5])[c:6]1[cH:7][n:8][n:9](-[c:11]2[cH:12][c:13]([Br:17])[cH:14][cH:15][cH:16]2)[cH:10]1.[CH2:53]([OH:54])[CH2:55][CH3:56].[Cl:18][c:19]1[c:20]([B:25]([OH:26])[OH:27])[cH:21][cH:22][cH:23][cH:24]1.[Na+:47].[Na+:48].[O-:49][C:50](=[O:51])[O-:52].[OH2:57].[Pd+2:62].[c:28]1([P:29]([c:30]2[cH:31][cH:32][cH:33][cH:34][cH:35]2)[c:36]2[cH:37][cH:38][cH:39][cH:40][cH:41]2)[cH:42][cH:43][cH:44][cH:45][cH:46]1>>[CH2:1]([CH3:2])[O:3][C:4](=[O:5])[c:6]1[cH:7][n:8][n:9](-[c:11]2[cH:12][c:13](-[c:20]3[c:19]([Cl:18])[cH:24][cH:23][cH:22][cH:21]3)[cH:14][cH:15][cH:16]2)[cH:10]1. The reactants are CC(CO)NC(=O)OC(C)(C)C, [Li]CCCC, CCCCCC, CCOC(C)=O, C1CCOC1, O=C(O)CC(O)(CC(=O)O)C(=O)O, O=S(Cl)Cl. The product is CC1COS(=O)(=O)N1C(=O)OC(C)(C)C. Reaction SMILES: [C:6](=[O:7])([O:8][C:9]([CH3:10])([CH3:11])[CH3:12])[NH:13][CH:14]([CH3:15])[CH2:16][OH:17].[CH2:1]([Li:2])[CH2:3][CH2:4][CH3:5].[CH3:35][CH2:36][CH2:37][CH2:38][CH2:39][CH3:40].[CH3:46][CH2:47][O:48][C:49](=[O:50])[CH3:51].[O:41]1[CH2:42][CH2:43][CH2:44][CH2:45]1.[OH:22][C:23]([CH2:24][C:25]([C:26](=[O:27])[OH:28])([CH2:29][C:30](=[O:31])[OH:32])[OH:33])=[O:34].[S:18](=[O:19])([Cl:20])[Cl:21]>>[C:6](=[O:7])([O:8][C:9]([CH3:10])([CH3:11])[CH3:12])[N:13]1[CH:14]([CH3:15])[CH2:16][O:17][S:18]1(=[O:19])=[O:22]. Reactants: [Li]C(C)(C)C, CCOCC, CN(C)C=O, CCCCC, [Cl-], COCOc1ccc(Cl)nc1, [NH4+]. Yields the product COCOc1cnc(Cl)cc1C=O. RXN SMILES: [C:1]([Li:2])([CH3:3])([CH3:4])[CH3:5].[CH2:29]([O:30][CH2:31][CH3:32])[CH3:33].[CH3:17][N:18]([CH:19]=[O:20])[CH3:21].[CH3:24][CH2:25][CH2:26][CH2:27][CH3:28].[Cl-:22].[Cl:6][c:7]1[n:8][cH:9][c:10]([O:13][CH2:14][O:15][CH3:16])[cH:11][cH:12]1.[NH4+:23]>>[Cl:6][c:7]1[n:8][cH:9][c:10]([O:13][CH2:14][O:15][CH3:16])[c:11]([CH:19]=[O:20])[cH:12]1. Conditions: temperature 100 celsius, time 8 hour. The product is ClC1=CC(=NC(=N1)N)NCC1=CC=CC=C1 (6-Chloro-N4-(phenylmethyl)-2,4-pyrimidinediamine). Procedure details: To 4,6-dichloro-2-pyrimidinamine (0.5 g, 3.1 mmol) in EtOH (10 mL) was added Hunig's base (1.1 mL, 6.1 mmol) followed by benzylamine (0.37 mL, 3.35 mmol) and the reaction mixture was stirred overnight at 100° C. The reaction mixture was poured onto water and EtOAc. The organic layer was separated and the aqueous layer was further extracted with EtOAc. The combined organic layers were washed with brine, dried (MgSO4), filtered and concentrated to afford the crude title compound (670 mg) as a yell... The solvent is CCO (EtOH). Starting materials: ClC1=NC(=NC(=C1)Cl)N (4,6-dichloro-2-pyrimidinamine), CCN(C(C)C)C(C)C (Hunig's base), CCOC(=O)C (EtOAc), C(C1=CC=CC=C1)N (benzylamine). Isolated yield 92.1%. Reaction SMILES: Cl[C:2]1[CH:7]=[C:6]([Cl:8])[N:5]=[C:4]([NH2:9])[N:3]=1.CCN(C(C)C)C(C)C.[CH2:19]([NH2:26])[C:20]1[CH:25]=[CH:24][CH:23]=[CH:22][CH:21]=1.CCOC(C)=O>CCO>[Cl:8][C:6]1[N:5]=[C:4]([NH2:9])[N:3]=[C:2]([NH:26][CH2:19][C:20]2[CH:25]=[CH:24][CH:23]=[CH:22][CH:21]=2)[CH:7]=1. The reactants are [Cl-].[NH4+] (ammonium chloride), [H-].[Na+] (sodium hydride), CI (Methyl iodide), CSC(C(=O)OC)C1=CC=C(C=C1)N1C(C2=CC=CC=C2C1)=O (methyl α-methylthio[p-(1-oxo-2-isoindolinyl)phenyl]acetate). Solvent: CN(C=O)C (dimethylformamide). Yields the product CSC(C(=O)OC)(C)C1=CC=C(C=C1)N1C(C2=CC=CC=C2C1)=O (methyl α-methylthio-α-[p-(1-oxo-2-isoindolinyl)phenyl]propionate). As a reaction SMILES: [CH3:1][S:2][CH:3]([C:8]1[CH:13]=[CH:12][C:11]([N:14]2[CH2:22][C:21]3[C:16](=[CH:17][CH:18]=[CH:19][CH:20]=3)[C:15]2=[O:23])=[CH:10][CH:9]=1)[C:4]([O:6][CH3:7])=[O:5].[H-].[Na+].[CH3:26]I.[Cl-].[NH4+]>CN(C)C=O>[CH3:1][S:2][C:3]([C:8]1[CH:9]=[CH:10][C:11]([N:14]2[CH2:22][C:21]3[C:16](=[CH:17][CH:18]=[CH:19][CH:20]=3)[C:15]2=[O:23])=[CH:12][CH:13]=1)([CH3:26])[C:4]([O:6][CH3:7])=[O:5] |f:1.2,4.5|. Reported procedure: Anhydrous dimethylformamide (7 ml) was added to 256 mg of methyl α-methylthio[p-(1-oxo-2-isoindolinyl)phenyl]acetate. With ice cooling and stirring, 35 mg (65% content) of sodium hydride was added. The mixture was stirred for 10 minutes at room temperature and again cooled with ice. Methyl iodide (0.1 ml) was added, and the mixture was stirred for 5 minutes. Addition of an aqueous solution of ammonium chloride (100 mg/30 ml) resulted in the precipitation of colorless crystals. The crystals were ... The reactants are C=1C=C[NH+]=CC1.[O-][Cr](=O)(=O)Cl (PCC), ClC1=CC=C(C=C1)C1(OCCO1)C=1C=C(C(=NC1)NC)C(O)C1=CC(=CC=C1)OC ((5-(2-(4-chlorophenyl)-1,3-dioxolan-2-yl)-2-(methylamino)pyridin-3-yl)(3-methoxyphenyl)methanol). The solvent is C(Cl)Cl (DCM). Run at time 8 hour. The product is ClC1=CC=C(C=C1)C1(OCCO1)C=1C=C(C(=NC1)NC)C(=O)C1=CC(=CC=C1)OC ((5-(2-(4-chlorophenyl)-1,3-dioxolan-2-yl)-2-(methylamino)pyridin-3-yl)(3-methoxyphenyl)methanone). As a reaction SMILES: C1C=C[NH+]=CC=1.[O-][Cr](Cl)(=O)=O.[Cl:12][C:13]1[CH:18]=[CH:17][C:16]([C:19]2([C:24]3[CH:25]=[C:26]([CH:32]([C:34]4[CH:39]=[CH:38][CH:37]=[C:36]([O:40][CH3:41])[CH:35]=4)[OH:33])[C:27]([NH:30][CH3:31])=[N:28][CH:29]=3)[O:23][CH2:22][CH2:21][O:20]2)=[CH:15][CH:14]=1>C(Cl)Cl>[Cl:12][C:13]1[CH:18]=[CH:17][C:16]([C:19]2([C:24]3[CH:25]=[C:26]([C:32]([C:34]4[CH:39]=[CH:38][CH:37]=[C:36]([O:40][CH3:41])[CH:35]=4)=[O:33])[C:27]([NH:30][CH3:31])=[N:28][CH:29]=3)[O:20][CH2:21][CH2:22][O:23]2)=[CH:15][CH:14]=1 |f:0.1|. Procedure: PCC (21.19 g, 98.58 mmol) was added to a solution of compound F (28 g, 65.72 mmol) in DCM (550 mL). The mixture was stirred at RT overnight and filtered through a pad of celite. The filtrate was concentrated and purified by column chromatography to obtain 16 g (46%, 2 steps) of compound G.